Dataset: the Open Reaction Database (ORD), a public repository of structured organic reaction records. Task: describe an organic reaction: reactants, conditions, products, and yield The reactants are CCOC(=O)c1cc2c(C=O)ccc(OCc3ccccc3)c2[nH]1, CCO, [Na+], [OH-]. Product: O=Cc1ccc(OCc2ccccc2)c2[nH]c(C(=O)O)cc12. Reaction SMILES: [CH2:1]([CH3:2])[O:3][C:4](=[O:5])[c:6]1[nH:7][c:8]2[c:9]([O:17][CH2:18][c:19]3[cH:20][cH:21][cH:22][cH:23][cH:24]3)[cH:10][cH:11][c:12]([CH:15]=[O:16])[c:13]2[cH:14]1.[CH3:27][CH2:28][OH:29].[Na+:26].[OH-:25]>>[O:3]=[C:4]([OH:5])[c:6]1[nH:7][c:8]2[c:9]([O:17][CH2:18][c:19]3[cH:20][cH:21][cH:22][cH:23][cH:24]3)[cH:10][cH:11][c:12]([CH:15]=[O:16])[c:13]2[cH:14]1. Reactants: CC(=O)C1CCN(C(=O)OC(C)(C)C)CC1, COC(C)(C)C, CCOC(C)=O, CC(C)(C)[O-], [K+]. Reaction SMILES: [C:1]([CH3:2])(=[O:3])[CH:4]1[CH2:5][CH2:6][N:7]([C:10](=[O:11])[O:12][C:13]([CH3:14])([CH3:15])[CH3:16])[CH2:8][CH2:9]1.[C:29]([O:30][CH3:31])([CH3:32])([CH3:33])[CH3:34].[CH3:17][CH2:18][O:19][C:20](=[O:21])[CH3:22].[CH3:23][C:24]([CH3:25])([O-:26])[CH3:27].[K+:28]>>[C:1]([CH2:2][C:18]([CH3:17])=[O:19])(=[O:3])[CH:4]1[CH2:5][CH2:6][N:7]([C:10](=[O:11])[O:12][C:13]([CH3:14])([CH3:15])[CH3:16])[CH2:8][CH2:9]1. The product is CC(=O)CC(=O)C1CCN(C(=O)OC(C)(C)C)CC1. The reactants are CC(C)(C)[O-], CCOC(=O)C(C)(C)Cc1ccc(OC)cc1, Cl, [K+], C1CCOC1, O. The product is COc1ccc(CC(C)(C)C(=O)O)cc1. As a reaction SMILES: [CH3:1][C:2]([CH3:3])([O-:4])[CH3:5].[CH3:7][C:8]([C:9](=[O:10])[O:11][CH2:12][CH3:13])([CH2:14][c:15]1[cH:16][cH:17][c:18]([O:21][CH3:22])[cH:19][cH:20]1)[CH3:23].[ClH:24].[K+:6].[O:26]1[CH2:27][CH2:28][CH2:29][CH2:30]1.[OH2:25]>>[CH3:7][C:8]([C:9](=[O:10])[OH:11])([CH2:14][c:15]1[cH:16][cH:17][c:18]([O:21][CH3:22])[cH:19][cH:20]1)[CH3:23].